This data is from the Open Reaction Database (ORD), a public repository of structured organic reaction records. The task is: describe an organic reaction: reactants, conditions, products, and yield Starting materials: O=C([O-])[O-], CO, CCOC(=O)c1cc(C2CCCN(C(=O)OCc3ccc(C(F)(F)F)cc3)C2)ccc1C, [K+], [K+], O. Product: Cc1ccc(C2CCCN(C(=O)OCc3ccc(C(F)(F)F)cc3)C2)cc1C(=O)O. RXN SMILES: [C:33](=[O:34])([O-:35])[O-:36].[CH3:39][OH:40].[F:1][C:2]([c:3]1[cH:4][cH:5][c:6]([CH2:7][O:8][C:9](=[O:10])[N:11]2[CH2:12][CH:13]([c:17]3[cH:18][c:19]([C:24](=[O:25])[O:26][CH2:27][CH3:28])[c:20]([CH3:23])[cH:21][cH:22]3)[CH2:14][CH2:15][CH2:16]2)[cH:29][cH:30]1)([F:31])[F:32].[K+:37].[K+:38].[OH2:41]>>[F:1][C:2]([c:3]1[cH:4][cH:5][c:6]([CH2:7][O:8][C:9](=[O:10])[N:11]2[CH2:12][CH:13]([c:17]3[cH:18][c:19]([C:24](=[O:25])[OH:26])[c:20]([CH3:23])[cH:21][cH:22]3)[CH2:14][CH2:15][CH2:16]2)[cH:29][cH:30]1)([F:31])[F:32]. The yield is 32.7%. Reaction conditions: time 18 hour. Starting materials: FC1=CC=C(C=C1)CCN1C(C(C(CC1=O)(C)C)C#N)=O (1-[2-(4-Fluorophenyl)-ethyl]-4,4-dimethyl-2,6-dioxopiperidine-3-carbonitrile), B (borane), O1CCCC1 (tetrahydrofuran), Cl (hydrochloric acid). Procedure details: 1-[2-(4-Fluorophenyl)-ethyl]-4,4-dimethyl-2,6-dioxopiperidine-3-carbonitrile (1.0 g, 3.47 mmol) was treated with 1.0 M borane in tetrahydrofuran (69.4 mL, 69.4 mmol) and stirred at room temperature for 18 hours. The solution was cooled on an ice bath and treated very slowly with 2.0 N hydrochloric acid. The mixture was concentrated under vacuum to remove the tetrahydrofuran, and the aqueous residue was heated at reflux for 60 minutes. The mixture was cooled to room temperature and treated with 5... Product: FC1=CC=C(C=C1)CCN1CC(C(CC1)(C)C)CN (1-[2-(4-fluorophenyl)-ethyl]-4,4-dimethylpiperidin-3-ylmethylamine). As a reaction SMILES: [F:1][C:2]1[CH:7]=[CH:6][C:5]([CH2:8][CH2:9][N:10]2[C:15](=O)[CH2:14][C:13]([CH3:18])([CH3:17])[CH:12]([C:19]#[N:20])[C:11]2=O)=[CH:4][CH:3]=1.B.O1CCCC1.Cl>>[F:1][C:2]1[CH:7]=[CH:6][C:5]([CH2:8][CH2:9][N:10]2[CH2:15][CH2:14][C:13]([CH3:18])([CH3:17])[CH:12]([CH2:19][NH2:20])[CH2:11]2)=[CH:4][CH:3]=1.